This data is from the Open Reaction Database (ORD), a public repository of structured organic reaction records. The task is: describe an organic reaction: reactants, conditions, products, and yield Reactants: COC1=C(C(=O)C2=CC(=CC=C2)[N+](=O)[O-])C=C(C=C1)OC (2,5-Dimethoxy-3'-nitrobenzophenone), [H][H] (hydrogen). RXN SMILES: [CH3:1][O:2][C:3]1[CH:19]=[CH:18][C:17]([O:20][CH3:21])=[CH:16][C:4]=1[C:5]([C:7]1[CH:12]=[CH:11][CH:10]=[C:9]([N+:13]([O-])=O)[CH:8]=1)=[O:6].[H][H]>C(O)C.[Pd]>[CH3:1][O:2][C:3]1[CH:19]=[CH:18][C:17]([O:20][CH3:21])=[CH:16][C:4]=1[CH:5]([OH:6])[C:7]1[CH:12]=[CH:11][CH:10]=[C:9]([NH2:13])[CH:8]=1. Solvent: C(C)O (ethanol). The reagents and catalysts are [Pd] (palladium on carbon). Procedure details: 100 g of 2,5-Dimethoxy-3'-nitrobenzophenone was dissolved in 1.3 liters of ethanol. With the addition of a 10% palladium on carbon catalyst, the solution was charged in an autoclave, and hydrogenated for 8 hours at 130° C with an initial hydrogen pressure of 100 kg/cm2. The filtrate obtained on removal of the catalyst was concentrated to obtain white crystals. Filtration and air drying provided 57 g of the subject compound, which had a melting point of 132° to 134° C. Yields the product COC1=C(C(C2=CC(=CC=C2)N)O)C=C(C=C1)OC (2,5-Dimethoxy-3'-aminobenzhydrol). Isolated yield 63.1%. The reactants are CC1=CC=C(C=C1)C1=C(C=NO1)C(=O)Cl (5-(4-methylphenyl)isoxazole-4-carbonyl chloride), C1(=CC=CC=C1)C1CCNCC1 (4-phenylpiperidine). Run in ClCCl (dichloromethane). Conditions: time 1 hour. Yields the product CC1=CC=C(C=C1)C1=C(C=NO1)C(=O)N1CCC(CC1)C1=CC=CC=C1 (1-{[5-(4-Methylphenyl)isoxazol-4-yl]carbonyl}-4-phenylpiperidine). RXN SMILES: [CH3:1][C:2]1[CH:7]=[CH:6][C:5]([C:8]2[O:12][N:11]=[CH:10][C:9]=2[C:13](Cl)=[O:14])=[CH:4][CH:3]=1.[C:16]1([CH:22]2[CH2:27][CH2:26][NH:25][CH2:24][CH2:23]2)[CH:21]=[CH:20][CH:19]=[CH:18][CH:17]=1>ClCCl>[CH3:1][C:2]1[CH:7]=[CH:6][C:5]([C:8]2[O:12][N:11]=[CH:10][C:9]=2[C:13]([N:25]2[CH2:26][CH2:27][CH:22]([C:16]3[CH:21]=[CH:20][CH:19]=[CH:18][CH:17]=3)[CH2:23][CH2:24]2)=[O:14])=[CH:4][CH:3]=1. Reported procedure: To 5-(4-methylphenyl)isoxazole-4-carbonyl chloride (21 mg, 0.068 mmol) in dichloromethane (1 mL) was added 4-phenylpiperidine (17 mg, 0.068 mmol, 1 eq.), and the reaction mixture was stirred for 1 h. The solvent was removed, and the residue was purified by preparative reverse-phase HPLC to give the title compound. HRMS (ESI, pos. ion) m/z calcd for C22H22N2O2: 346.1681, found 346.1685.